Dataset: the Open Reaction Database (ORD), a public repository of structured organic reaction records. Task: describe an organic reaction: reactants, conditions, products, and yield The reactants are C(C)(C)(C)OC(NC1(CCC1)C1=CC=C(C=C1)C=1N=C2N(C=CC(=C2)C(N(C)OC)=O)C1C1=CC=CC=C1)=O ((1-{4-[7-(methoxy-methyl-carbamoyl)-3-phenyl-imidazo[1,2-a]pyridin-2-yl]-phenyl}-cyclobutyl)-carbamic acid tert-butyl ester), [NH4+].[Cl-] (NH4Cl), solution, C[Mg]Cl (methyl-magnesium chloride). Solvent: C1CCOC1 (THF), C1CCOC1 (THF). Run at temperature 0 celsius, time 1 hour. Yields the product C(C)(C)(C)OC(NC1(CCC1)C1=CC=C(C=C1)C=1N=C2N(C=CC(=C2)C(C)=O)C1C1=CC=CC=C1)=O ({1-[4-(7-acetyl-3-phenyl-imidazo[1,2-a]pyridin-2-yl)-phenyl]-cyclobutyl}-carbamic acid tert-butyl ester). The yield is 66.0%. RXN SMILES: [C:1]([O:5][C:6](=[O:39])[NH:7][C:8]1([C:12]2[CH:17]=[CH:16][C:15]([C:18]3[N:19]=[C:20]4[CH:25]=[C:24]([C:26](=[O:31])N(OC)C)[CH:23]=[CH:22][N:21]4[C:32]=3[C:33]3[CH:38]=[CH:37][CH:36]=[CH:35][CH:34]=3)=[CH:14][CH:13]=2)[CH2:11][CH2:10][CH2:9]1)([CH3:4])([CH3:3])[CH3:2].[CH3:40][Mg]Cl.[NH4+].[Cl-]>C1COCC1>[C:1]([O:5][C:6](=[O:39])[NH:7][C:8]1([C:12]2[CH:17]=[CH:16][C:15]([C:18]3[N:19]=[C:20]4[CH:25]=[C:24]([C:26](=[O:31])[CH3:40])[CH:23]=[CH:22][N:21]4[C:32]=3[C:33]3[CH:38]=[CH:37][CH:36]=[CH:35][CH:34]=3)=[CH:14][CH:13]=2)[CH2:11][CH2:10][CH2:9]1)([CH3:3])([CH3:2])[CH3:4] |f:2.3|. Procedure: To a solution of (1-{4-[7-(methoxy-methyl-carbamoyl)-3-phenyl-imidazo[1,2-a]pyridin-2-yl]-phenyl}-cyclobutyl)-carbamic acid tert-butyl ester [prepared in a manner analogous to that described in Int-24-0] (250 mg, 0.48 mmol) in THF (10 mL) under an atmosphere of argon at 0° C. was added a 3 M solution of methyl-magnesium chloride in THF (0.4 mL, 1.2 mmol, 2.5 equiv). The resulting was stirred for 1 h at 0° C., then for 5 h at room temperature. The resulting material was added to a saturated aqueo... Reactants: CCOC(C)=O, Cc1ccccc1, CCCCCC, O=[N+]([O-])c1cc(Cl)c(OCc2ccccc2-c2ccccc2)c(Cl)c1. Yields the product Nc1cc(Cl)c(OCc2ccccc2-c2ccccc2)c(Cl)c1. As a reaction SMILES: [C:33]([O:34][CH2:35][CH3:36])(=[O:37])[CH3:38].[CH3:26][c:27]1[cH:28][cH:29][cH:30][cH:31][cH:32]1.[CH3:39][CH2:40][CH2:41][CH2:42][CH2:43][CH3:44].[Cl:1][c:2]1[cH:3][c:4]([N+:23]([O-:24])=[O:25])[cH:5][c:6]([Cl:22])[c:7]1[O:8][CH2:9][c:10]1[c:11](-[c:16]2[cH:17][cH:18][cH:19][cH:20][cH:21]2)[cH:12][cH:13][cH:14][cH:15]1>>[Cl:1][c:2]1[cH:3][c:4]([NH2:23])[cH:5][c:6]([Cl:22])[c:7]1[O:8][CH2:9][c:10]1[c:11](-[c:16]2[cH:17][cH:18][cH:19][cH:20][cH:21]2)[cH:12][cH:13][cH:14][cH:15]1. The reactants are CCO, COc1cnn(-c2cc(Cl)cc(Cl)c2)c(=O)c1, ClCCl, [K+], [OH-], O. The product is O=c1cc(O)cnn1-c1cc(Cl)cc(Cl)c1. As a reaction SMILES: [CH3:23][CH2:24][OH:25].[Cl:1][c:2]1[cH:3][c:4](-[n:9]2[n:10][cH:11][c:12]([O:16][CH3:17])[cH:13][c:14]2=[O:15])[cH:5][c:6]([Cl:8])[cH:7]1.[Cl:20][CH2:21][Cl:22].[K+:19].[OH-:18].[OH2:26]>>[Cl:1][c:2]1[cH:3][c:4](-[n:9]2[n:10][cH:11][c:12]([OH:16])[cH:13][c:14]2=[O:15])[cH:5][c:6]([Cl:8])[cH:7]1. Reactants: CN(C)C=O, C(=NC1CCCCC1)=NC1CCCCC1, O=C(O)c1ccccn1, O=C1CCC(=O)N1O. Yields the product O=C(ON1C(=O)CCC1=O)c1ccccn1. As a reaction SMILES: [CH3:33][N:34]([CH3:35])[CH:36]=[O:37].[CH:1]1([N:2]=[C:3]=[N:4][CH:5]2[CH2:6][CH2:7][CH2:8][CH2:9][CH2:10]2)[CH2:11][CH2:12][CH2:13][CH2:14][CH2:15]1.[OH:16][C:17](=[O:18])[c:19]1[cH:20][cH:21][cH:22][cH:23][n:24]1.[OH:25][N:26]1[C:27](=[O:32])[CH2:28][CH2:29][C:30]1=[O:31]>>[O:16]([C:17](=[O:18])[c:19]1[cH:20][cH:21][cH:22][cH:23][n:24]1)[N:26]1[C:27](=[O:32])[CH2:28][CH2:29][C:30]1=[O:31]. The reactants are solution, C(C)(C)[N-]C(C)C.[Li+] (lithium diisopropylamide), CN(C=O)C (N,N-dimethylformamide), [Cl-].[NH4+] (ammonium chloride), C(C1=CC=CC=C1)N1C=NC=2N(C(N3C(C12)=N[C@@H](C3)CC3=CC=CC=C3)=O)CCC ((R)-1,8-dibenzyl-7,8-dihydro-4-(n-propyl)-1Himidazo[2,1-i]purin-5(4H)-one). The solvent is C1CCCCC1 (cyclohexane), O1CCCC1 (tetrahydrofuran), O1CCCC1 (tetrahydrofuran). Conditions: time 1 hour. The product is C(C1=CC=CC=C1)N1C(=NC=2N(C(N3C(C12)=N[C@@H](C3)CC3=CC=CC=C3)=O)CCC)C=O ((R)-1,8-Dibenzyl-2-formyl-7,8-dihydro-4-(n-propyl)-1H-imidazo[2,1-i]purin-5(4H)-one). Yield: 86.4%. As a reaction SMILES: [CH2:1]([N:8]1[C:16]2[C:15]3=[N:17][C@H:18]([CH2:20][C:21]4[CH:26]=[CH:25][CH:24]=[CH:23][CH:22]=4)[CH2:19][N:14]3[C:13](=[O:27])[N:12]([CH2:28][CH2:29][CH3:30])[C:11]=2[N:10]=[CH:9]1)[C:2]1[CH:7]=[CH:6][CH:5]=[CH:4][CH:3]=1.C([N-]C(C)C)(C)C.[Li+].CN(C)[CH:41]=[O:42].[Cl-].[NH4+]>O1CCCC1.C1CCCCC1>[CH2:1]([N:8]1[C:16]2[C:15]3=[N:17][C@H:18]([CH2:20][C:21]4[CH:22]=[CH:23][CH:24]=[CH:25][CH:26]=4)[CH2:19][N:14]3[C:13](=[O:27])[N:12]([CH2:28][CH2:29][CH3:30])[C:11]=2[N:10]=[C:9]1[CH:41]=[O:42])[C:2]1[CH:7]=[CH:6][CH:5]=[CH:4][CH:3]=1 |f:1.2,4.5|. Reported procedure: Compound 35a (3.45 g, 8.96 mmol) obtained in Example 35 was dissolved in tetrahydrofuran (100 mL), to the solution was added a 1.50 mol/L solution (9.0 mL) of lithium diisopropylamide (13.5 mmol, 1.5 equivalents) in cyclohexane at −78° C., and the mixture was stirred for 1 hour. To the reaction solution was added a solution (10 mL) of N,N-dimethylformamide (2.83 g, 38.7 mmol, 4.3 equivalents) in tetrahydrofuran, and the mixture was stirred at −78° C. for 1 hour, then warmed to room temperature a... The reactants are C(C1=CC=CC=C1)=O (benzaldehyde), C(C)(=O)C1=CNC2=CC=CC=C12 (3-acetylindole). Product: N1C=C(C2=CC=CC=C12)C(C=CC1=CC=CC=C1)=O (1-(1H-indol-3-yl)-3-phenylprop-2-en-1-one). Reaction SMILES: [CH:1](=O)[C:2]1[CH:7]=[CH:6][CH:5]=[CH:4][CH:3]=1.[C:9]([C:12]1[C:20]2[C:15](=[CH:16][CH:17]=[CH:18][CH:19]=2)[NH:14][CH:13]=1)(=[O:11])[CH3:10]>>[NH:14]1[C:15]2[C:20](=[CH:19][CH:18]=[CH:17][CH:16]=2)[C:12]([C:9](=[O:11])[CH:10]=[CH:1][C:2]2[CH:7]=[CH:6][CH:5]=[CH:4][CH:3]=2)=[CH:13]1. Procedure details: By a procedure similar to that of example 1.59.1, starting from benzaldehyde and commercial 3-acetylindole, 1-(1H-indol-3-yl)-3-phenylprop-2-en-1-one was obtained as orange coloured solid. As a reaction SMILES: [C:1]([C:5]1[CH:13]=[CH:12][C:8]([C:9]([OH:11])=O)=[C:7]([C:14](=[O:25])C2C=CC(C(C)(C)C)=CC=2)[CH:6]=1)([CH3:4])([CH3:3])[CH3:2]>C(Cl)(Cl)Cl>[C:1]([C:5]1[CH:13]=[CH:12][C:8]2[C:9](=[O:11])[C:8]3[C:7](=[CH:6][C:5]([C:1]([CH3:3])([CH3:2])[CH3:4])=[CH:13][CH:12]=3)[C:14](=[O:25])[C:7]=2[CH:6]=1)([CH3:4])([CH3:3])[CH3:2]. The product is C(C)(C)(C)C1=CC=2C(C3=CC(=CC=C3C(C2C=C1)=O)C(C)(C)C)=O (2,7-di-t-butylanthraquinone). Conditions: temperature 150 celsius. The solvent is C(Cl)(Cl)Cl (chloroform). Procedure details: Into a 500 ml flask having the egg plant shape equipped with a condenser, 200 ml of polyphosphoric acid was placed and heated at 150° C. Then, 32 g (95 mmole) of 4-t-butyl-2-(4-t-butylbenzoyl)benzoic acid was added in small portions, and the resultant mixture was stirred at the same temperature for 3 hours. After the reaction was completed, the reaction mixture was poured into ice water, and the resultant mixture was treated by liquid-liquid extraction with chloroform. After being dried with mag... The yield is 69.0%. Starting materials: polyphosphoric acid, ice water, resultant mixture, C(C)(C)(C)C1=CC(=C(C(=O)O)C=C1)C(C1=CC=C(C=C1)C(C)(C)C)=O (4-t-butyl-2-(4-t-butylbenzoyl)benzoic acid), resultant mixture.